The task is: describe an organic reaction: reactants, conditions, products, and yield. This data is from the Open Reaction Database (ORD), a public repository of structured organic reaction records. Reaction SMILES: [CH3:1]OC[C@@]12[C@@H]3[C@H]([C@H]4[C@@](CC3)(C)[C@@H](O)CC4)CCC1=C[C@@H](O)C[C@H]2C.[CH3:25]OC[C@@]12[C@@H]3[C@H]([C@H]4[C@@](CC3)(C)[C@@H](O)CC4)C[C@H](C)C1=C[C@@H](O)CC2.[C:49]([O:52][C@H:53]1[CH2:70][CH2:69][C@@:68]2([CH2:71][O:72][CH3:73])[C:55]([CH2:56][CH2:57][C@@H:58]3[C@@H:67]2[CH2:66][CH2:65][C@@:63]2([CH3:64])[C@H:59]3[CH2:60][CH2:61][C@@H:62]2[O:74][C:75](=[O:77])[CH3:76])=[CH:54]1)(=[O:51])[CH3:50]>>[C:49]([O:52][C@H:53]1[CH2:70][C@@H:69]([CH3:1])[C@@:68]2([CH2:71][O:72][CH3:73])[C:55]([CH2:56][CH2:57][C@@H:58]3[C@@H:67]2[CH2:66][CH2:65][C@@:63]2([CH3:64])[C@H:59]3[CH2:60][CH2:61][C@@H:62]2[O:74][C:75](=[O:77])[CH3:76])=[CH:54]1)(=[O:51])[CH3:50].[C:49]([O:52][C@H:53]1[CH2:70][CH2:69][C@@:68]2([CH2:71][O:72][CH3:73])[C:55]([C@@H:56]([CH3:25])[CH2:57][C@@H:58]3[C@@H:67]2[CH2:66][CH2:65][C@@:63]2([CH3:64])[C@H:59]3[CH2:60][CH2:61][C@@H:62]2[O:74][C:75](=[O:77])[CH3:76])=[CH:54]1)(=[O:51])[CH3:50]. The reactants are C(C)(=O)O[C@@H]1C=C2CC[C@H]3[C@@H]4CC[C@@H]([C@@]4(C)CC[C@@H]3[C@]2(CC1)COC)OC(C)=O (19-methoxyandrost-4-ene-3β,17β-diol diacetate), COC[C@]12[C@@H](C[C@@H](C=C1CC[C@H]1[C@@H]3CC[C@@H]([C@@]3(C)CC[C@H]21)O)O)C (19-methoxy-1β-methyl-4-androstene-3β,17β-diol), COC[C@]12CC[C@@H](C=C1[C@H](C[C@H]1[C@@H]3CC[C@@H]([C@@]3(C)CC[C@H]21)O)C)O (19-methoxy-6α-methyl-4-androstene-3β,17β-diol). The product is C(C)(=O)O[C@@H]1C=C2CC[C@H]3[C@@H]4CC[C@@H]([C@@]4(C)CC[C@@H]3[C@]2([C@@H](C1)C)COC)OC(C)=O (19-methoxy-1β-methyl-4-androstene-3β,17β-diol diacetate), C(C)(=O)O[C@@H]1C=C2[C@H](C[C@H]3[C@@H]4CC[C@@H]([C@@]4(C)CC[C@@H]3[C@]2(CC1)COC)OC(C)=O)C (19-methoxy-6α-methyl-4-androstene-3β,17β-diol diacetate). Reported procedure: Substituting 19-methoxy-1β-methyl-4-androstene-3β,17β-diol and 19-methoxy-6α-methyl-4-androstene-3β,17β-diol in lieu of the 19-methoxyandrost-4-ene-3β,17β-diol above results in the preparation of 19-methoxy-1β-methyl-4-androstene-3β,17β-diol diacetate and 19-methoxy-6α-methyl-4-androstene-3β,17β-diol diacetate. Starting materials: COC(=O)C(c1ccccc1)N1CC(N2C(=O)c3ccccc3C2=O)C1=O, CN(C)CCCN, CO, ClC(Cl)Cl. Product: COC(=O)C(c1ccccc1)N1CC(N)C1=O. RXN SMILES: [C:1]1(=[O:2])[N:5]([CH:6]2[C:7](=[O:21])[N:8]([CH:10]([c:11]3[cH:12][cH:13][cH:14][cH:15][cH:16]3)[C:17](=[O:18])[O:19][CH3:20])[CH2:9]2)[C:3](=[O:4])[c:22]2[cH:23][cH:24][cH:25][cH:26][c:27]21.[CH3:28][N:29]([CH3:30])[CH2:31][CH2:32][CH2:33][NH2:34].[CH3:35][OH:36].[CH:37]([Cl:38])([Cl:39])[Cl:40]>>[NH2:5][CH:6]1[C:7](=[O:21])[N:8]([CH:10]([c:11]2[cH:12][cH:13][cH:14][cH:15][cH:16]2)[C:17](=[O:18])[O:19][CH3:20])[CH2:9]1. The reactants are BrC1=CC=C2C(=C1)NCC21CCOCC1 (6-bromo-2′,3′,5′,6′-tetrahydrospiro-[indoline-3,4′-pyran]), ClC1=C(C(=NC2=CC=C(C=C12)Cl)C)C (4,6-dichloro-2,3-dimethylquinoline). Yields the product BrC1=CC=C2C(=C1)N(CC21CCOCC1)C1=C(C(=NC2=CC=C(C=C12)Cl)C)C (6-bromo-1-(6-chloro-2,3-dimethylquinolin-4-yl)-2′,3′,5′,6′-tetrahydrospiro[indoline-3,4′-pyran]). As a reaction SMILES: [Br:1][C:2]1[CH:7]=[C:6]2[NH:8][CH2:9][C:10]3([CH2:15][CH2:14][O:13][CH2:12][CH2:11]3)[C:5]2=[CH:4][CH:3]=1.Cl[C:17]1[C:26]2[C:21](=[CH:22][CH:23]=[C:24]([Cl:27])[CH:25]=2)[N:20]=[C:19]([CH3:28])[C:18]=1[CH3:29]>>[Br:1][C:2]1[CH:7]=[C:6]2[N:8]([C:17]3[C:26]4[C:21](=[CH:22][CH:23]=[C:24]([Cl:27])[CH:25]=4)[N:20]=[C:19]([CH3:28])[C:18]=3[CH3:29])[CH2:9][C:10]3([CH2:15][CH2:14][O:13][CH2:12][CH2:11]3)[C:5]2=[CH:4][CH:3]=1. Reported procedure: Prepared according to procedure M using 6-bromo-2′,3′,5′,6′-tetrahydrospiro-[indoline-3,4′-pyran] (0.3 g, 1.12 mmol) and 4,6-dichloro-2,3-dimethylquinoline (0.2783 g, 1.23 mmol) to give 6-bromo-1-(6-chloro-2,3-dimethylquinolin-4-yl)-2′,3′,5′,6′-tetrahydrospiro[indoline-3,4′-pyran] as a brown solid: 1H NMR (500 MHz, DMSO-d6) δ ppm 8.03 (1H, d, J=9.0 Hz), 7.71 (1H, dd, J=8.9, 2.3 Hz), 7.65 (1H, d, J=2.2 Hz), 7.22 (1H, d, J=7.8 Hz), 6.83 (1H, dd, J=7.8, 1.5 Hz), 5.94 (1H, d, J=1.5 Hz), 4.04 (1H, d,... Reactants: C(CCC)N1C(N([C@@H](C1)C(=O)OC(C)(C)C)C(=O)OCC1=CC=CC=C1)=O (tert.-butyl (4S)-1-n-butyl-3-benzyloxycarbonyl-2-oxo-imidazolidine-4-carboxylate). The reagents and catalysts are [Pd] (palladium-black). The solvent is CO (methanol). The product is C(CCC)N1C(N[C@@H](C1)C(=O)OC(C)(C)C)=O (tert.-butyl (4S)-1-n-butyl-2-oxo-imidazolidine-4-carboxylate). Isolated yield 88.1%. As a reaction SMILES: [CH2:1]([N:5]1[CH2:9][C@@H:8]([C:10]([O:12][C:13]([CH3:16])([CH3:15])[CH3:14])=[O:11])[N:7](C(OCC2C=CC=CC=2)=O)[C:6]1=[O:27])[CH2:2][CH2:3][CH3:4]>[Pd].CO>[CH2:1]([N:5]1[CH2:9][C@@H:8]([C:10]([O:12][C:13]([CH3:16])([CH3:15])[CH3:14])=[O:11])[NH:7][C:6]1=[O:27])[CH2:2][CH2:3][CH3:4]. Procedure details: 6.7 g of tert.-butyl (4S)-1-n-butyl-3-benzyloxycarbonyl-2-oxo-imidazolidine-4-carboxylate, 0.1 g of palladium-black and 200 ml of methanol are treated in the same manner as described in Example 1-(3). 3.8 g of tert.-butyl (4S)-1-n-butyl-2-oxo-imidazolidine-4-carboxylate are obtained as colorless syrup. Yield: 88.1% The reactants are COC(=O)c1ccc(C(=CC2CCCC2)c2cc3cc(F)cnc3n2S(=O)(=O)c2ccccc2)cc1F, CCCC[N+](CCCC)(CCCC)CCCC, [F-], C1CCOC1. The product is COC(=O)c1ccc(C(=CC2CCCC2)c2cc3cc(F)cnc3[nH]2)cc1F. RXN SMILES: [CH3:1][O:2][C:3]([c:4]1[c:5]([F:36])[cH:6][c:7]([C:10](=[CH:11][CH:12]2[CH2:13][CH2:14][CH2:15][CH2:16]2)[c:17]2[cH:18][c:19]3[c:20]([n:21][cH:22][c:23]([F:25])[cH:24]3)[n:26]2[S:27]([c:28]2[cH:29][cH:30][cH:31][cH:32][cH:33]2)(=[O:34])=[O:35])[cH:8][cH:9]1)=[O:37].[CH3:39][CH2:40][CH2:41][CH2:42][N+:43]([CH2:44][CH2:45][CH2:46][CH3:47])([CH2:48][CH2:49][CH2:50][CH3:51])[CH2:52][CH2:53][CH2:54][CH3:55].[F-:38].[O:56]1[CH2:57][CH2:58][CH2:59][CH2:60]1>>[CH3:1][O:2][C:3]([c:4]1[c:5]([F:36])[cH:6][c:7]([C:10](=[CH:11][CH:12]2[CH2:13][CH2:14][CH2:15][CH2:16]2)[c:17]2[cH:18][c:19]3[c:20]([n:21][cH:22][c:23]([F:25])[cH:24]3)[nH:26]2)[cH:8][cH:9]1)=[O:37]. The reactants are COC(=O)CCCN1CCCC1COc1ccc(Oc2ccc(-n3cccn3)cc2)cc1, Cl, O. The product is O=C(O)CCCN1CCCC1COc1ccc(Oc2ccc(-n3cccn3)cc2)cc1. RXN SMILES: [CH3:1][O:2][C:3]([CH2:4][CH2:5][CH2:6][N:7]1[CH:8]([CH2:12][O:13][c:14]2[cH:15][cH:16][c:17]([O:20][c:21]3[cH:22][cH:23][c:24](-[n:27]4[n:28][cH:29][cH:30][cH:31]4)[cH:25][cH:26]3)[cH:18][cH:19]2)[CH2:9][CH2:10][CH2:11]1)=[O:32].[ClH:34].[OH2:33]>>[O:2]=[C:3]([CH2:4][CH2:5][CH2:6][N:7]1[CH:8]([CH2:12][O:13][c:14]2[cH:15][cH:16][c:17]([O:20][c:21]3[cH:22][cH:23][c:24](-[n:27]4[n:28][cH:29][cH:30][cH:31]4)[cH:25][cH:26]3)[cH:18][cH:19]2)[CH2:9][CH2:10][CH2:11]1)[OH:32]. Reactants: aminodiester, NC(C(=O)OCC)CCCCCCC(=O)OCC (Diethyl 2-aminononanedioate), C=CC(CCCCC)=O (oct-1-en-3-one). Conditions: time 3 hour. The product is O=C(CCNC(C(=O)OCC)CCCCCCC(=O)OCC)CCCCC (diethyl 2-(3-oxooctylamino)nonanedioate). As a reaction SMILES: [NH2:1][CH:2]([CH2:8][CH2:9][CH2:10][CH2:11][CH2:12][CH2:13][C:14]([O:16][CH2:17][CH3:18])=[O:15])[C:3]([O:5][CH2:6][CH3:7])=[O:4].[CH2:19]=[CH:20][C:21](=[O:27])[CH2:22][CH2:23][CH2:24][CH2:25][CH3:26]>>[O:27]=[C:21]([CH2:22][CH2:23][CH2:24][CH2:25][CH3:26])[CH2:20][CH2:19][NH:1][CH:2]([CH2:8][CH2:9][CH2:10][CH2:11][CH2:12][CH2:13][C:14]([O:16][CH2:17][CH3:18])=[O:15])[C:3]([O:5][CH2:6][CH3:7])=[O:4]. Procedure details: The above aminodiester was alternatively prepared in the following manner. Diethyl 2-aminononanedioate (10.40 g) and oct-1-en-3-one (5.04 g) were mixed slowly at 0° C. with stirring, and set aside at room temperature for 3 hours, giving diethyl 2-(3-oxooctylamino)nonanedioate as a colourless oil, δ2.3(4H, multiplet, --CH2 --CO2Et and NCH2CH2CO--), 3.16(1H, triplet, EtO2C--CHR--N), 4.11(2H, quartet, --O--CH2 --CH3), 4.17(2H, quartet, --O--CH2 --CH3). A stirred solution of this ketone (13.5 g) in ... The reactants are Cl (hydrochloric acid), [H-].[Na+] (Sodium hydride), COC=1C(=NC=C(N1)C)NC(OCC(C)C)=O (isobutyl N-(3-methoxy-5-methylpyrazin-2-yl)-carbamate), ClC1=NC=CC=C1S(=O)(=O)Cl (2-chloropyridine-3-sulphonyl chloride). Run in O (Water), CN(C)C=O (DMF). Product: ClC1=NC=CC=C1S(=O)(=O)N(C1=NC=C(N=C1OC)C)C(=O)OCC(C)C (2-chloro-N-isobutoxycarbonyl-N-(3-methoxy-5-methylpyrazin-2-yl)-pyridine-3-sulphonamide). The yield is 43.5%. As a reaction SMILES: [H-].[Na+].[CH3:3][O:4][C:5]1[C:6]([NH:12][C:13](=[O:19])[O:14][CH2:15][CH:16]([CH3:18])[CH3:17])=[N:7][CH:8]=[C:9]([CH3:11])[N:10]=1.[Cl:20][C:21]1[C:26]([S:27](Cl)(=[O:29])=[O:28])=[CH:25][CH:24]=[CH:23][N:22]=1.Cl>O.CN(C=O)C>[Cl:20][C:21]1[C:26]([S:27]([N:12]([C:13]([O:14][CH2:15][CH:16]([CH3:17])[CH3:18])=[O:19])[C:6]2[C:5]([O:4][CH3:3])=[N:10][C:9]([CH3:11])=[CH:8][N:7]=2)(=[O:29])=[O:28])=[CH:25][CH:24]=[CH:23][N:22]=1 |f:0.1|. Procedure details: Sodium hydride (60% dispersion in oil; 0.083 g) was added to a stirred solution of isobutyl N-(3-methoxy-5-methylpyrazin-2-yl)-carbamate (0.451 g) in dry N,N-dimethylfonmamide (DMF; 8 ml) at 4° C. The mixture was stirred whilst warming to ambient temperature over I hour, was recooled to 4° C. and 2-chloropyridine-3-sulphonyl chloride (0.40 g) was added in portions over 2 minutes. The mixture was allowed to warm to ambient temperature and stirred a further 30 minutes. Water (40 ml) was added, fol...